Dataset: the Open Reaction Database (ORD), a public repository of structured organic reaction records. Task: describe an organic reaction: reactants, conditions, products, and yield Reactants: CC=1C(=CC2=C(N=CS2)C1)O (5-methylbenzo[d]thiazol-6-ol), BrBr (bromine). Run in C(C)(=O)O (acetic acid). Run at time 1 hour. The product is BrC1=C(C(=CC=2N=CSC21)C)O (7-bromo-5-methylbenzo[d]thiazol-6-ol). Reaction SMILES: [CH3:1][C:2]1[C:3]([OH:11])=[CH:4][C:5]2[S:9][CH:8]=[N:7][C:6]=2[CH:10]=1.[Br:12]Br>C(O)(=O)C>[Br:12][C:4]1[C:5]2[S:9][CH:8]=[N:7][C:6]=2[CH:10]=[C:2]([CH3:1])[C:3]=1[OH:11]. Procedure details: To a suspension of 5-methylbenzo[d]thiazol-6-ol (5C) (140 mg, 0.84 mmol) in acetic acid (5 ml), was added bromine (40 μL) slowly. The reaction mixture was stirred at room temperature for 1 h. The precipitate was collected, washed with acetic acid, water and dried under high vacuum. LCMS-ESI+: calc'd for C8H6BrNOS: 244.0 (M+H+). Found: 244.1 (M+H+). Reactants: BrCc1ccc2ncsc2c1, O=C([O-])[O-], [K+], [K+], Nc1c(Cl)ccc2c1CCN(C(=O)C(F)(F)F)CC2, CN(C)C=O. Yields the product O=C(N1CCc2ccc(Cl)c(NCc3ccc4ncsc4c3)c2CC1)C(F)(F)F. RXN SMILES: [Br:20][CH2:21][c:22]1[cH:23][c:24]2[c:25]([n:26][cH:27][s:28]2)[cH:29][cH:30]1.[C:31](=[O:32])([O-:33])[O-:34].[K+:35].[K+:36].[NH2:1][c:2]1[c:3]([Cl:19])[cH:4][cH:5][c:6]2[c:12]1[CH2:11][CH2:10][N:9]([C:13]([C:14]([F:15])([F:16])[F:17])=[O:18])[CH2:8][CH2:7]2.[O:37]=[CH:38][N:39]([CH3:40])[CH3:41]>>[NH:1]([c:2]1[c:3]([Cl:19])[cH:4][cH:5][c:6]2[c:12]1[CH2:11][CH2:10][N:9]([C:13]([C:14]([F:15])([F:16])[F:17])=[O:18])[CH2:8][CH2:7]2)[CH2:21][c:22]1[cH:23][c:24]2[c:25]([n:26][cH:27][s:28]2)[cH:29][cH:30]1. Reactants: solution, [N-]=C=O (isocyanate), NC(=O)N (urea), solution, C(C)(C)N(C(C)C)CC (N,N-diisopropylethylamine), FC(C(=O)O)(F)F (trifluoroacetic acid), NC1=CC=C(C[C@@H](CO)N(C(OC(C)(C)C)=O)C[C@H](COC2=CC=CC=C2)O)C=C1 (tert-butyl N-[(1S)-1-(4-aminobenzyl)-2-hydroxyethyl]-N-[(2R)-2-hydroxy-3-phenoxypropyl]carbamate), solution, C/C(=N\[Si](C)(C)C)/O[Si](C)(C)C (N,O-bis(trimethylsilyl)acetamide). The solvent is CN1C(CCC1)=O (NMP), CN1C(CCC1)=O (NMP), O (water), CN1C(CCC1)=O (N-methyl-2-pyrrolidinone), CN1C(CCC1)=O (NMP). Reaction conditions: time 30 minute. The product is OC[C@H](CC1=CC=C(C=C1)NC(=O)C1=CN(C2=CC=CC=C12)C)N(C(OC(C)(C)C)=O)C[C@@H](COC1=CC=CC=C1)O (tert-Butyl N-[(1S)-2-hydroxy-1-[4-[[(1-methyl-1H-indol-3-yl)carbonyl]amino]benzyl]ethyl]-N-[(2S)-2-hydroxy-3-phenoxypropyl]carbamate). Reaction SMILES: [NH2:1][C:2]1[CH:30]=[CH:29][C:5]([CH2:6][C@H:7]([N:10]([CH2:18][C@@H:19]([OH:28])[CH2:20][O:21][C:22]2[CH:27]=[CH:26][CH:25]=[CH:24][CH:23]=2)[C:11](=[O:17])[O:12][C:13]([CH3:16])([CH3:15])[CH3:14])[CH2:8][OH:9])=[CH:4][CH:3]=1.[CH3:31]/[C:32](/O[Si](C)(C)C)=N\[Si](C)(C)C.[N-]=[C:44]=[O:45].N[C:47](N)=O.[CH:50]([N:53]([CH2:57][CH3:58])[CH:54]([CH3:56])[CH3:55])(C)C.FC(F)(F)C(O)=O>CN1CCCC1=O.O>[OH:9][CH2:8][C@@H:7]([N:10]([CH2:18][C@H:19]([OH:28])[CH2:20][O:21][C:22]1[CH:23]=[CH:24][CH:25]=[CH:26][CH:27]=1)[C:11](=[O:17])[O:12][C:13]([CH3:16])([CH3:15])[CH3:14])[CH2:6][C:5]1[CH:4]=[CH:3][C:2]([NH:1][C:44]([C:58]2[C:56]3[C:54](=[CH:55][CH:47]=[CH:32][CH:31]=3)[N:53]([CH3:50])[CH:57]=2)=[O:45])=[CH:30][CH:29]=1. Procedure details: To a solution of tert-butyl N-[(1S)-1-(4-aminobenzyl)-2-hydroxyethyl]-N-[(2R)-2-hydroxy-3-phenoxypropyl]carbamate (0.02 mmol) in N-methyl-2-pyrrolidinone (NMP) (40 μl) was added 2.0 M solution of N,O-bis(trimethylsilyl)acetamide (BSA) in NMP (10 pl, 0.02 mmol) at room temperature. After stirring for 30 minutes, 1.0 M solution of an isocyanate derivative (O═C=N—B) corresponding to an objective urea derivative in NMP (24 pl, 0.024 mmol) and 0.1 M solution of N,N-diisopropylethylamine (DIEA) in NMP... The reactants are CN1Cc2c(C=Cc3ccccc3)ccc(NC(=O)OC(C)(C)C)c2C1=O, [K+], [K+], [Na+], [Na+], CN(C)C=O, O=S(=O)([O-])OOS(=O)(=O)[O-], O=S([O-])[O-]. Product: CN1Cc2c(C=O)ccc(NC(=O)OC(C)(C)C)c2C1=O. As a reaction SMILES: [CH3:1][N:2]1[CH2:3][c:4]2[c:5]([CH:20]=[CH:21][c:22]3[cH:23][cH:24][cH:25][cH:26][cH:27]3)[cH:6][cH:7][c:8]([NH:12][C:13]([O:14][C:15]([CH3:16])([CH3:17])[CH3:18])=[O:19])[c:9]2[C:10]1=[O:11].[K+:38].[K+:39].[Na+:44].[Na+:45].[O:46]=[CH:47][N:48]([CH3:49])[CH3:50].[S:28](=[O:29])([O:30][O:31][S:32]([O-:33])(=[O:34])=[O:35])([O-:36])=[O:37].[S:40]([O-:41])([O-:42])=[O:43]>>[CH3:1][N:2]1[CH2:3][c:4]2[c:5]([CH:20]=[O:29])[cH:6][cH:7][c:8]([NH:12][C:13]([O:14][C:15]([CH3:16])([CH3:17])[CH3:18])=[O:19])[c:9]2[C:10]1=[O:11]. The reactants are NC1=CC=C(C=C1)C1C(NC(S1)=O)=O (5-(4-aminophenyl)-thiazolidine-2,4-dione), ClC=1C=C(C=O)C=CC1Cl (3,4-dichlorobenzaldehyde). Run in C(C)O (ethanol). The product is ClC=1C=C(C=NC2=CC=C(C=C2)C2C(NC(S2)=O)=O)C=CC1Cl (5-(4-(3,4-Dichlorobenzylideneamino)phenyl)thiazolidine-2,4-dione). Isolated yield 90.1%. Reaction SMILES: [NH2:1][C:2]1[CH:7]=[CH:6][C:5]([CH:8]2[S:12][C:11](=[O:13])[NH:10][C:9]2=[O:14])=[CH:4][CH:3]=1.[Cl:15][C:16]1[CH:17]=[C:18]([CH:21]=[CH:22][C:23]=1[Cl:24])[CH:19]=O>C(O)C>[Cl:15][C:16]1[CH:17]=[C:18]([CH:21]=[CH:22][C:23]=1[Cl:24])[CH:19]=[N:1][C:2]1[CH:3]=[CH:4][C:5]([CH:8]2[S:12][C:11](=[O:13])[NH:10][C:9]2=[O:14])=[CH:6][CH:7]=1. Reported procedure: Into 20 ml of ethanol were suspended 0.50 g of 5-(4-aminophenyl)-thiazolidine-2,4-dione, and, after added 0.42 g of 3,4-dichlorobenzaldehyde thereto, the suspension was refluxed for 3 hours. After cooling by standing, the crystals deposited were collected by filtration. The crude crystals were recrystallized from ethanol to obtain 0.79 g of title compound. Reactants: CN1CCOCC1, ClCCl, CC1CN(Cc2ccc(F)cc2)CCN1C(=O)COc1ncc(Cl)cc1N, O=C1CCC(=O)O1. Product: CC1CN(Cc2ccc(F)cc2)CCN1C(=O)COc1ncc(Cl)cc1NC(=O)CCC(=O)O. As a reaction SMILES: [CH3:28][N:29]1[CH2:30][CH2:31][O:32][CH2:33][CH2:34]1.[Cl:42][CH2:43][Cl:44].[NH2:1][c:2]1[c:3]([O:9][CH2:10][C:11](=[O:12])[N:13]2[CH:14]([CH3:27])[CH2:15][N:16]([CH2:19][c:20]3[cH:21][cH:22][c:23]([F:26])[cH:24][cH:25]3)[CH2:17][CH2:18]2)[n:4][cH:5][c:6]([Cl:8])[cH:7]1.[O:35]=[C:36]1[CH2:37][CH2:38][C:39](=[O:40])[O:41]1>>[NH:1]([c:2]1[c:3]([O:9][CH2:10][C:11](=[O:12])[N:13]2[CH:14]([CH3:27])[CH2:15][N:16]([CH2:19][c:20]3[cH:21][cH:22][c:23]([F:26])[cH:24][cH:25]3)[CH2:17][CH2:18]2)[n:4][cH:5][c:6]([Cl:8])[cH:7]1)[C:39]([CH2:38][CH2:37][C:36](=[O:35])[OH:41])=[O:40]. Reactants: C[Mg+], CCOCC, Cl, [I-], O=CCCOc1ccccc1. Yields the product CC(O)CCOc1ccccc1. Reaction SMILES: [CH3:13][Mg+:14].[CH3:16][CH2:17][O:18][CH2:19][CH3:20].[ClH:15].[I-:12].[O:1]([c:2]1[cH:3][cH:4][cH:5][cH:6][cH:7]1)[CH2:8][CH2:9][CH:10]=[O:11]>>[O:1]([c:2]1[cH:3][cH:4][cH:5][cH:6][cH:7]1)[CH2:8][CH2:9][CH:10]([OH:11])[CH3:13].